Dataset: the Open Reaction Database (ORD), a public repository of structured organic reaction records. Task: describe an organic reaction: reactants, conditions, products, and yield Reactants: C(CCCCCCCCC)(=O)Cl (n-Decanoyl chloride), OCC(C(=O)O)(C)CO (2,2-bis(hydroxymethyl)propionic acid), C(Cl)(Cl)Cl (chloroform). Reagents/catalysts: CN(C1=CC=NC=C1)C (4-dimethylaminopyridine). Solvent: C(C)N(CC)CC (Triethylamine). Product: C(CCCCCCCCC)(=O)OCC(C(=O)O)(C)COC(CCCCCCCCC)=O (2,2-Di(decanoyloxymethyl)propionic Acid). As a reaction SMILES: [C:1](Cl)(=[O:11])[CH2:2][CH2:3][CH2:4][CH2:5][CH2:6][CH2:7][CH2:8][CH2:9][CH3:10].[OH:13][CH2:14][C:15]([CH2:20][OH:21])([CH3:19])[C:16]([OH:18])=[O:17].C(Cl)(Cl)Cl>CN(C)C1C=CN=CC=1.C(N(CC)CC)C>[C:1]([O:13][CH2:14][C:15]([CH2:20][O:21][C:1](=[O:11])[CH2:2][CH2:3][CH2:4][CH2:5][CH2:6][CH2:7][CH2:8][CH2:9][CH3:10])([CH3:19])[C:16]([OH:18])=[O:17])(=[O:11])[CH2:2][CH2:3][CH2:4][CH2:5][CH2:6][CH2:7][CH2:8][CH2:9][CH3:10]. Reported procedure: n-Decanoyl chloride (23.6 mL) was combined with 5.0 grams of 2,2-bis(hydroxymethyl)propionic acid and 100 mL of chloroform (filtered through activity I basic alumina). Triethylamine (17.1 mL) and 4-dimethylaminopyridine (2.28 grams) were then added and the resulting mixture was heated at reflux under nitrogen for 16 hours. The reaction was then cooled to room temperature and quenched with 200 mL of water. The solution was cooled to 0° C. and acidified to pH 3 with concentrated aqueous hydrochlor... Starting materials: ClC1=CC(=C(C=C1OCC#C)NC(CCl)=O)F (N-(4-chloro-2-fluoro-5-propargyloxyphenyl)-2-chloroacetamide), C1(=CC=CC=C1)P(C1=CC=CC=C1)C1=CC=CC=C1 (triphenylphosphine), C(Cl)(Cl)(Cl)Cl (carbon tetrachloride). The solvent is ClCCCl (1,2-dichloroethane). Run at time 2 hour. Product: ClC1=CC(=C(C=C1OCC#C)N=C(CCl)Cl)F (N-(4-chloro-2-fluoro-5-propargyloxyphenyl)-2-chloroacetimidoylchloride). As a reaction SMILES: [Cl:1][C:2]1[C:7]([O:8][CH2:9][C:10]#[CH:11])=[CH:6][C:5]([NH:12][C:13](=O)[CH2:14][Cl:15])=[C:4]([F:17])[CH:3]=1.C1(P(C2C=CC=CC=2)C2C=CC=CC=2)C=CC=CC=1.C(Cl)(Cl)(Cl)[Cl:38]>ClCCCl>[Cl:1][C:2]1[C:7]([O:8][CH2:9][C:10]#[CH:11])=[CH:6][C:5]([N:12]=[C:13]([Cl:38])[CH2:14][Cl:15])=[C:4]([F:17])[CH:3]=1. Reported procedure: First, 2.00 g of N-(4-chloro-2-fluoro-5-propargyloxyphenyl)-2-chloroacetamide, 4.50 g of triphenylphosphine and 5 ml of carbon tetrachloride were dissolved in 45 ml of 1,2-dichloroethane, and then the reflux under heat was continued for 2 hr. After letting the solution stand to cool the same, the solvent was distilled out under reduced pressure, and then the residue was refined by silica gel column chromatography (effluent: ethyl acetate/n-hexane (v/v)=6/4) to obtain 1.43 g of N-(4-chloro-2-fluo... Reactants: O=[N+]([O-])c1ccc(F)c2ccccc12, [H-], CC(O)c1ccnc(N)c1, [Na+], CN(C)C=O. Yields the product CC(Oc1ccc([N+](=O)[O-])c2ccccc12)c1ccnc(N)c1. RXN SMILES: [F:13][c:14]1[cH:15][cH:16][c:17]([N+:24](=[O:25])[O-:26])[c:18]2[cH:19][cH:20][cH:21][cH:22][c:23]12.[H-:11].[NH2:1][c:2]1[n:3][cH:4][cH:5][c:6]([CH:8]([CH3:9])[OH:10])[cH:7]1.[Na+:12].[O:27]=[CH:28][N:29]([CH3:30])[CH3:31]>>[NH2:1][c:2]1[n:3][cH:4][cH:5][c:6]([CH:8]([CH3:9])[O:10][c:14]2[cH:15][cH:16][c:17]([N+:24](=[O:25])[O-:26])[c:18]3[cH:19][cH:20][cH:21][cH:22][c:23]23)[cH:7]1. Starting materials: OC1=C(C=C(C(=O)OC)C=C1)OC (Methyl 4-hydroxy-3-methoxybenzoate), BrC(C(=O)OC(C)(C)C)C (tert-butyl 2-bromopropanoate), C([O-])([O-])=O.[Cs+].[Cs+] (cesium carbonate). Run in CN(C)C=O (DMF). Conditions: temperature 100 celsius, time 8 hour. Yields the product COC1=C(OC(C(=O)O)C)C=CC(=C1)C(=O)OC (2-(2-methoxy-4-(methoxycarbonyl)phenoxy)propanoic acid). As a reaction SMILES: [OH:1][C:2]1[CH:11]=[CH:10][C:5]([C:6]([O:8][CH3:9])=[O:7])=[CH:4][C:3]=1[O:12][CH3:13].Br[CH:15]([CH3:23])[C:16]([O:18]C(C)(C)C)=[O:17].C(=O)([O-])[O-].[Cs+].[Cs+]>CN(C=O)C>[CH3:13][O:12][C:3]1[CH:4]=[C:5]([C:6]([O:8][CH3:9])=[O:7])[CH:10]=[CH:11][C:2]=1[O:1][CH:15]([CH3:23])[C:16]([OH:18])=[O:17] |f:2.3.4|. Reported procedure: Methyl 4-hydroxy-3-methoxybenzoate (1.09 g, 5.98 mmol) and tert-butyl 2-bromopropanoate (1.25 g, 0.97 mL, 5.98 mmol) and cesium carbonate (1.95 g, 5.98 mmol) were added into DMF (10 mL) in a 20 mL microwave vial equipped with a stir bar and sealed. The mixture was heated in Biotage microwave synthesizer for 1 hour at 100° C. The solvent was removed and the remained sticky oil was dissolved in DCM (7 mL) and TFA (7 mL). The mixture was stirred overnight. The reaction mixture was neutralized with ... Starting materials: CC1CO1, C=CCNC, O=S(=O)([O-])C(F)(F)F, O=S(=O)([O-])C(F)(F)F, O=S(=O)([O-])C(F)(F)F, C1COCCO1, [Yb+3]. Yields the product C=CCN(C)CC(C)O. As a reaction SMILES: [CH3:1][CH:2]1[O:3][CH2:4]1.[CH3:5][NH:6][CH2:7][CH:8]=[CH2:9].[F:10][C:11]([F:12])([F:13])[S:14]([O-:15])(=[O:16])=[O:17].[F:19][C:20]([F:21])([F:22])[S:23]([O-:24])(=[O:25])=[O:26].[F:27][C:28]([F:29])([F:30])[S:31]([O-:32])(=[O:33])=[O:34].[O:35]1[CH2:36][CH2:37][O:38][CH2:39][CH2:40]1.[Yb+3:18]>>[CH3:1][CH:2]([OH:3])[CH2:4][N:6]([CH3:5])[CH2:7][CH:8]=[CH2:9].